From a dataset of the Open Reaction Database (ORD), a public repository of structured organic reaction records. describe an organic reaction: reactants, conditions, products, and yield Starting materials: C(C1=CC=CC=C1)OC1=C(C(=CC(=C1)Br)F)N1CC(NS1(=O)=O)=O (5-(2-benzyloxy-4-bromo-6-fluorophenyl)-1,1-dioxo-1,2,5-thiadiazolidin-3-one), [Na+].[I-] (NaI), CN[C@H]1[C@@H](CCCC1)NC ((1R,2R)—N,N′-dimethylcyclohexane-1,2-diamine). The reagents and catalysts are [Cu]I (CuI). The solvent is O1CCOCC1 (dioxane). Run at temperature 140 celsius. Product: C(C1=CC=CC=C1)OC1=C(C(=CC(=C1)I)F)N1CC(NS1(=O)=O)=O (5-(2-Benzyloxy-6-fluoro-4-iodophenyl)-1,1-dioxo-1,2,5-thiadiazolidin-3-one). As a reaction SMILES: [CH2:1]([O:8][C:9]1[CH:14]=[C:13](Br)[CH:12]=[C:11]([F:16])[C:10]=1[N:17]1[S:21](=[O:23])(=[O:22])[NH:20][C:19](=[O:24])[CH2:18]1)[C:2]1[CH:7]=[CH:6][CH:5]=[CH:4][CH:3]=1.[Na+].[I-:26].CN[C@@H]1CCCC[C@H]1NC>O1CCOCC1.[Cu]I>[CH2:1]([O:8][C:9]1[CH:14]=[C:13]([I:26])[CH:12]=[C:11]([F:16])[C:10]=1[N:17]1[S:21](=[O:23])(=[O:22])[NH:20][C:19](=[O:24])[CH2:18]1)[C:2]1[CH:7]=[CH:6][CH:5]=[CH:4][CH:3]=1 |f:1.2|. Procedure details: A mixture of 5-(2-benzyloxy-4-bromo-6-fluorophenyl)-1,1-dioxo-1,2,5-thiadiazolidin-3-one (1.0 g, 2.21 mmol), NaI (1.18 g, 7.87 mmol), CuI (91 mg, 0.48 mmol) and (1R,2R)—N,N′-dimethylcyclohexane-1,2-diamine (136 mg, 0.96 mmol) in dioxane (15.5 mL) is heated at 140° C. for 1.5 h in a microwave. The reaction mixture is filtered through Celite and washed with additional dioxane. It is then concentrated to a smaller volume and used directly in the next step: MS (M−H)−=461. The reactants are CCCCCCCCCCc1cnc(-c2ccc(O)cc2)nc1, CCCCCC1CCC(C(=O)O)CC1, C(=NC1CCCCC1)=NC1CCCCC1, ClCCl. Yields the product O=C(NC1CCCCC1)NC1CCCCC1. Reaction SMILES: [CH2:1]([c:2]1[cH:3][n:4][c:5](-[c:6]2[cH:7][cH:8][c:9]([OH:23])[cH:10][cH:11]2)[n:12][cH:13]1)[CH2:14][CH2:15][CH2:16][CH2:17][CH2:18][CH2:19][CH2:20][CH2:21][CH3:22].[CH2:24]([CH:25]1[CH2:26][CH2:27][CH:28]([C:29]([OH:30])=[O:31])[CH2:32][CH2:33]1)[CH2:34][CH2:35][CH2:36][CH3:37].[CH:38]1([N:44]=[C:45]=[N:46][CH:47]2[CH2:48][CH2:49][CH2:50][CH2:51][CH2:52]2)[CH2:39][CH2:40][CH2:41][CH2:42][CH2:43]1.[Cl:53][CH2:54][Cl:55]>>[O:23]=[C:45]([NH:44][CH:38]1[CH2:39][CH2:40][CH2:41][CH2:42][CH2:43]1)[NH:46][CH:47]1[CH2:48][CH2:49][CH2:50][CH2:51][CH2:52]1. Reactants: C(C)(C)(C)OC(=O)N[C@H](CCSC)C(=O)O (t-Butoxycarbonyl-D-methionine), ClC1=C(C(=C(C(=C1O)Cl)Cl)Cl)Cl (pentachlorophenol), C1(CCCCC1)N=C=NC1CCCCC1 (dicyclohexylcarbodiimide). Solvent: C(C)(=O)OCC (ethyl acetate). Product: ClC1=C(C(=C(C(=C1OC([C@H](NC(=O)OC(C)(C)C)CCSC)=O)Cl)Cl)Cl)Cl (t-butoxycarbonyl-D-methionine pentachlorophenyl ester). Isolated yield 81.4%. Reaction SMILES: [C:1]([O:5][C:6]([NH:8][C@@H:9]([C:14]([OH:16])=[O:15])[CH2:10][CH2:11][S:12][CH3:13])=[O:7])([CH3:4])([CH3:3])[CH3:2].[Cl:17][C:18]1[C:23](O)=[C:22]([Cl:25])[C:21]([Cl:26])=[C:20]([Cl:27])[C:19]=1[Cl:28].C1(N=C=NC2CCCCC2)CCCCC1>C(OCC)(=O)C>[Cl:17][C:18]1[C:23]([O:15][C:14](=[O:16])[C@@H:9]([CH2:10][CH2:11][S:12][CH3:13])[NH:8][C:6]([O:5][C:1]([CH3:4])([CH3:2])[CH3:3])=[O:7])=[C:22]([Cl:25])[C:21]([Cl:26])=[C:20]([Cl:27])[C:19]=1[Cl:28]. Procedure details: t-Butoxycarbonyl-D-methionine (20 g, 80.22 mmol) is added to a solution of pentachlorophenol (21.37 g) and dicyclohexylcarbodiimide (16.55 g, 80.3 mmol) in ethyl acetate (200 ml). After 2.5 h the solution is filtered after 2.5 h and the filtrate evaporated to dryness. The residue is recrystallised from hot methanol to give t-butoxycarbonyl-D-methionine pentachlorophenyl ester (32.5 g, 81.4%). A sample of this material (1.03 g, 2.14 mmol) is dissolved in DMF (10 ml) and to this solution is added ... Starting materials: BrC=1C=C(C(=O)N(C)C2CN(CC2C2=CC(=C(C=C2)Cl)Cl)C(=O)C2CCN(CC2)C(=O)C2(CC2)C)C=CC1Cl (3-bromo-4-chloro-N-{(3RS,4SR)-4-(3,4-dichloro-phenyl)-1-[1-(1-methyl-cyclopropanecarbonyl)-piperidine-4-carbonyl]-pyrrolidin-3-yl}-N-methyl-benzamide), C1(CCCCC1)P(C1CCCCC1)C1CCCCC1 (tricyclohexylphosphine), mono hydrate. Run in C1(=CC=CC=C1)C (toluene), O (water). Run at temperature 80 celsius, time 18 hour. The product is ClC1=C(C=C(C(=O)N(C)C2CN(CC2C2=CC(=C(C=C2)Cl)Cl)C(=O)C2CCN(CC2)C(=O)C2(CC2)C)C=C1)C1CC1 (4-Chloro-3-cyclopropyl-N-{(3RS,4SR)-4-(3,4-dichloro-phenyl)-1-[1-(1-methyl-cyclopropanecarbonyl)-piperidine-4-carbonyl]-pyrrolidin-3-yl}-N-methyl-benzamide). Yield: 821.9%. RXN SMILES: Br[C:2]1[CH:3]=[C:4]([CH:36]=[CH:37][C:38]=1[Cl:39])[C:5]([N:7]([CH:9]1[CH:13]([C:14]2[CH:19]=[CH:18][C:17]([Cl:20])=[C:16]([Cl:21])[CH:15]=2)[CH2:12][N:11]([C:22]([CH:24]2[CH2:29][CH2:28][N:27]([C:30]([C:32]3([CH3:35])[CH2:34][CH2:33]3)=[O:31])[CH2:26][CH2:25]2)=[O:23])[CH2:10]1)[CH3:8])=[O:6].C1(P([CH:53]2[CH2:58][CH2:57]CCC2)C2CCCCC2)CCCCC1>C1(C)C=CC=CC=1.O>[Cl:39][C:38]1[CH:37]=[CH:36][C:4]([C:5]([N:7]([CH:9]2[CH:13]([C:14]3[CH:19]=[CH:18][C:17]([Cl:20])=[C:16]([Cl:21])[CH:15]=3)[CH2:12][N:11]([C:22]([CH:24]3[CH2:29][CH2:28][N:27]([C:30]([C:32]4([CH3:35])[CH2:34][CH2:33]4)=[O:31])[CH2:26][CH2:25]3)=[O:23])[CH2:10]2)[CH3:8])=[O:6])=[CH:3][C:2]=1[CH:57]1[CH2:58][CH2:53]1. Reported procedure: To a solution of 3-bromo-4-chloro-N-{(3RS,4SR)-4-(3,4-dichloro-phenyl)-1-[1-(1-methyl-cyclopropanecarbonyl)-piperidine-4-carbonyl]-pyrrolidin-3-yl}-N-methyl-benzamide (78 mg, 0.12 mmol) in toluene (1 mL) and water (0.048 mL) was added under an atmosphere of nitrogen potassium phosphate, tribasic mono hydrate (88 mg, 0.42 mmol), tricyclohexylphosphine (4 mg, 0.014 mmol) palladium(II) acetate (2 mg, 0.009 mmol). The reaction mixture was stirred for 18 h at 80° C. under an atmosphere of nitrogen. I... Reactants: ClC(C(F)(F)F)(C)C1=CC=C(C=C1)OC (1-(2-chloro-1,1,1-trifluoropropan-2-yl)-4-methoxybenzene), C[Al](C)C (trimethylaluminum). Run in Cl (HCl), Cl (HCl), hexanes. Reaction conditions: temperature 95 celsius, time 1 hour. Yields the product COC1=CC=C(C=C1)C(C(F)(F)F)(C)C (1-Methoxy-4-(1,1,1-trifluoro-2-methylpropan-2-yl)benzene). As a reaction SMILES: Cl[C:2]([C:8]1[CH:13]=[CH:12][C:11]([O:14][CH3:15])=[CH:10][CH:9]=1)([CH3:7])[C:3]([F:6])([F:5])[F:4].[CH3:16][Al](C)C>Cl>[CH3:15][O:14][C:11]1[CH:12]=[CH:13][C:8]([C:2]([CH3:16])([CH3:7])[C:3]([F:6])([F:5])[F:4])=[CH:9][CH:10]=1. Procedure details: A solution of 1-(2-chloro-1,1,1-trifluoropropan-2-yl)-4-methoxybenzene (18.0 g, 75 mmol) in 400 ml of hexanes was treated with trimethylaluminum (151 ml, 302 mmol) (2.0 M in heptane) at rt and the resulting mixture was heated at 95° C. overnight. The reaction mixture was cooled in an ice-water bath, conc. HCl was added to the reaction mixture dropwise. Fumes were generated. After about 10 ml of conc. HCl was added, more rapid addition of acid was possible due to the near complete quenching of th... Reactants: C(C)(=O)C=1C=C(C(=O)O)C=CC1O (3-Acetyl-4-hydroxybenzoic acid), BrBr (bromine). Solvent: C(C)(=O)O (acetic acid). Run at temperature 80 celsius. Product: BrCC(=O)C=1C=C(C(=O)O)C=CC1O (3-(2-Bromoacetyl)-4-hydroxybenzoic acid). As a reaction SMILES: [C:1]([C:4]1[CH:5]=[C:6]([CH:10]=[CH:11][C:12]=1[OH:13])[C:7]([OH:9])=[O:8])(=[O:3])[CH3:2].[Br:14]Br>C(O)(=O)C>[Br:14][CH2:2][C:1]([C:4]1[CH:5]=[C:6]([CH:10]=[CH:11][C:12]=1[OH:13])[C:7]([OH:9])=[O:8])=[O:3]. Reported procedure: The compound obtained in Step A (32.2 mmol) is dissolved in glacial acetic acid (40 ml) and then 48.3 mmol of bromine are added. The mixture is heated at 80° C. for 2 hours and is then hydrolysed using ice-cold water. The precipitate obtained is filtered off, washed with water until a pH of 5–6 is obtained, and then dried and recrystallised. The reactants are C1COCCO1, CC1CNCC(C)N1, CC1CN(c2ccc(F)c(N)c2)CC(C)N1, CC(C)(C)[O-], CN(C)c1ccccc1-c1ccccc1P(C1CCCCC1)C1CCCCC1, [Na+], O=C(C=Cc1ccccc1)C=Cc1ccccc1, O=C(C=Cc1ccccc1)C=Cc1ccccc1, O=C(C=Cc1ccccc1)C=Cc1ccccc1, [Pd], [Pd]. Yields the product CC(=O)Nc1cc(N2CC(C)NC(C)C2)ccc1F. Reaction SMILES: [CH2:59]1[O:60][CH2:61][CH2:62][O:63][CH2:64]1.[CH3:17][CH:18]1[CH2:19][NH:20][CH2:21][CH:22]([CH3:23])[NH:24]1.[CH3:1][CH:2]1[CH2:3][N:4]([c:9]2[cH:10][cH:11][c:12]([F:16])[c:13]([NH2:14])[cH:15]2)[CH2:5][CH:6]([CH3:8])[NH:7]1.[CH3:25][C:26]([CH3:27])([O-:28])[CH3:29].[CH:31]1([P:32]([CH:33]2[CH2:34][CH2:35][CH2:36][CH2:37][CH2:38]2)[c:39]2[cH:40][cH:41][cH:42][cH:43][c:44]2-[c:45]2[cH:46][cH:47][cH:48][cH:49][c:50]2[N:51]([CH3:52])[CH3:53])[CH2:54][CH2:55][CH2:56][CH2:57][CH2:58]1.[Na+:30].[O:103]=[C:104]([CH:105]=[CH:106][c:107]1[cH:108][cH:109][cH:110][cH:111][cH:112]1)[CH:113]=[CH:114][c:115]1[cH:116][cH:117][cH:118][cH:119][cH:120]1.[O:67]=[C:68]([CH:69]=[CH:70][c:71]1[cH:72][cH:73][cH:74][cH:75][cH:76]1)[CH:77]=[CH:78][c:79]1[cH:80][cH:81][cH:82][cH:83][cH:84]1.[O:85]=[C:86]([CH:87]=[CH:88][c:89]1[cH:90][cH:91][cH:92][cH:93][cH:94]1)[CH:95]=[CH:96][c:97]1[cH:98][cH:99][cH:100][cH:101][cH:102]1.[Pd:65].[Pd:66]>>[CH3:1][CH:2]1[CH2:3][N:4]([c:9]2[cH:10][cH:11][c:12]([F:16])[c:13]([NH:14][C:26]([CH3:25])=[O:28])[cH:15]2)[CH2:5][CH:6]([CH3:8])[NH:7]1. Reactants: BrCC=C1CCCCC1, ClCCl, CO, [Na+], [Na+], [Na+], O=C([O-])[O-], O, O=S([O-])c1ccccc1. Product: O=S(=O)(CC=C1CCCCC1)c1ccccc1. As a reaction SMILES: [Br:17][CH2:18][CH:19]=[C:20]1[CH2:21][CH2:22][CH2:23][CH2:24][CH2:25]1.[CH2:28]([Cl:29])[Cl:30].[CH3:26][OH:27].[Na+:10].[Na+:11].[Na+:12].[O-:13][C:14](=[O:15])[O-:16].[OH2:31].[c:1]1([S:7](=[O:8])[O-:9])[cH:2][cH:3][cH:4][cH:5][cH:6]1>>[c:1]1([S:7](=[O:8])(=[O:9])[CH2:18][CH:19]=[C:20]2[CH2:21][CH2:22][CH2:23][CH2:24][CH2:25]2)[cH:2][cH:3][cH:4][cH:5][cH:6]1. The reactants are C(C)(=O)[O-].[Na+] (sodium acetate), Cl.NO (hydroxylamine hydrochloride), [N+](=O)([O-])C1=CC=C(O1)C1=NN(C=C1C=O)C1=CC=CC=C1 (3-(5-nitro-2-furyl)-1-phenylpyrazole-4-carboxaldehyde). Run in CN(C=O)C (dimethylformamide). Conditions: time 1 hour. The product is [N+](=O)([O-])C1=CC=C(O1)C1=NN(C=C1C=NO)C1=CC=CC=C1 (3-(5-nitro-2-furyl)-1-phenylpyrazole-4-carboxaldehydeoxime). The yield is 98.0%. Reaction SMILES: C([O-])(=O)C.[Na+].Cl.[NH2:7][OH:8].[N+:9]([C:12]1[O:16][C:15]([C:17]2[C:21]([CH:22]=O)=[CH:20][N:19]([C:24]3[CH:29]=[CH:28][CH:27]=[CH:26][CH:25]=3)[N:18]=2)=[CH:14][CH:13]=1)([O-:11])=[O:10]>CN(C)C=O>[N+:9]([C:12]1[O:16][C:15]([C:17]2[C:21]([CH:22]=[N:7][OH:8])=[CH:20][N:19]([C:24]3[CH:29]=[CH:28][CH:27]=[CH:26][CH:25]=3)[N:18]=2)=[CH:14][CH:13]=1)([O-:11])=[O:10] |f:0.1,2.3|. Procedure: Add (while stirring) 7.61 g of sodium acetate and 6.58 g of hydroxylamine hydrochloride to 25.0 g of 3-(5-nitro-2-furyl)-1-phenylpyrazole-4-carboxaldehyde in 75 ml of dimethylformamide, the temperature rising slightly. Stir for a further 45 minutes at from 30° to 35° C and for one hour at room temperature. Clafify with degased active charcoal and then pour the solution onto 1 kg of ice and water. Vacuum filter and wash with water to obtain 98% yield of 3-(5-nitro-2-furyl)-1-phenylpyrazole-4-carb...